From a dataset of the Open Reaction Database (ORD), a public repository of structured organic reaction records. describe an organic reaction: reactants, conditions, products, and yield The reactants are C=O, CN(C)C=CC=O, CC(=O)O, CCO, CC(C)N1CCNCC1. Product: CC(C)N1CCN(CC(C=O)=CN(C)C)CC1. Reaction SMILES: [CH2:17]=[O:18].[CH3:10][N:11]([CH:12]=[CH:13][CH:14]=[O:15])[CH3:16].[CH3:19][C:20](=[O:21])[OH:22].[CH3:23][CH2:24][OH:25].[CH:1]([CH3:2])([CH3:3])[N:4]1[CH2:5][CH2:6][NH:7][CH2:8][CH2:9]1>>[CH:1]([CH3:2])([CH3:3])[N:4]1[CH2:5][CH2:6][N:7]([CH2:19][C:13](=[CH:12][N:11]([CH3:10])[CH3:16])[CH:14]=[O:15])[CH2:8][CH2:9]1. RXN SMILES: [CH2:1]([O:3][CH:4]([O:6][C:7]1[CH:14]=[CH:13][C:10]([CH:11]=[CH2:12])=[CH:9][CH:8]=1)[CH3:5])[CH3:2].[OH:15][C:16]1[CH:23]=[CH:22][C:19]([CH:20]=[CH2:21])=[CH:18][CH:17]=1.[C:24]([O:28][C:29]1[CH:36]=[CH:35][C:32]([CH:33]=[CH2:34])=[CH:31][CH:30]=1)([CH3:27])([CH3:26])[CH3:25]>>[CH2:1]([O:3][CH:4]([O:6][C:7]1[CH:8]=[CH:9][C:10]([CH:11]=[CH2:12])=[CH:13][CH:14]=1)[CH3:5])[CH3:2].[OH:15][C:16]1[CH:23]=[CH:22][C:19]([CH:20]=[CH2:21])=[CH:18][CH:17]=1.[C:24]([O:28][C:29]1[CH:30]=[CH:31][C:32]([CH:33]=[CH2:34])=[CH:35][CH:36]=1)([CH3:27])([CH3:25])[CH3:26] |f:3.4.5|. Yields the product C(C)OC(C)OC1=CC=C(C=C)C=C1.OC1=CC=C(C=C)C=C1.C(C)(C)(C)OC1=CC=C(C=C)C=C1 (p-(1-ethoxyethoxy)styrene p-hydroxystyrene p-tert-butoxystyrene). Procedure details: To a solution of poly(p-hydroxystyrene/p-tert-butoxystyrene) (15.7 g) obtained in above (2) and ethyl vinyl ether (3.2 g) in 1,4-dioxane (140 ml), a catalytic amount of pyridinium p-toluenesulfonate was added and reacted with stirring at room temperature for 24 hours. The reaction mixture was poured into H2O (3 l) and the polymer was precipitated. The precipitate was filtered, washed with H2O and dried under reduced pressure to give 16.0 g of poly[p-(1-ethoxyethoxy-styrene/p-hydroxystyrene/p-ter... Reactants: polystyrene, C(C)(C)(C)OC1=CC=C(C=C)C=C1 (p-tertbutoxystyrene), C(C)OC(C)OC1=CC=C(C=C)C=C1 (p-(1-ethoxyethoxy)styrene), OC1=CC=C(C=C)C=C1 (p-hydroxystyrene). Starting materials: CC=1C=CC=C2CCNC12 (7-methyl-indoline), N1=CC=CC=C1 (pyridine), ClC1=NC=NC2=CC(=C(C=C12)OC)OC (4-chloro-6,7-dimethoxy-quinazoline). Product: COC=1C=C2C(=NC=NC2=CC1OC)N1CCC2=CC=CC(=C12)C (6,7-Dimethoxy-4-(7-methyl-2,3-dihydro-indol-1-yl)-quinazoline). Yield: 65.0%. Run in CN(C)C=O (DMF). As a reaction SMILES: [CH3:1][C:2]1[CH:3]=[CH:4][CH:5]=[C:6]2[C:10]=1[NH:9][CH2:8][CH2:7]2.N1C=CC=CC=1.Cl[C:18]1[C:27]2[C:22](=[CH:23][C:24]([O:30][CH3:31])=[C:25]([O:28][CH3:29])[CH:26]=2)[N:21]=[CH:20][N:19]=1>CN(C=O)C>[CH3:29][O:28][C:25]1[CH:26]=[C:27]2[C:22](=[CH:23][C:24]=1[O:30][CH3:31])[N:21]=[CH:20][N:19]=[C:18]2[N:9]1[C:10]2[C:6](=[CH:5][CH:4]=[CH:3][C:2]=2[CH3:1])[CH2:7][CH2:8]1. Procedure details: Utilizing a procedure analogous to that described in Example 24, this product was prepared in 65% yield from 7-methyl-indoline (1 eq.), pyridine (2 eq.) and 4-chloro-6,7-dimethoxy-quinazoline (1.0 eq) in DMF. (M.P. 146°-147° C.; GC-MS: 321 (M+); anal. RP18-HPLC RT: 4.41 min.).